This data is from the Open Reaction Database (ORD), a public repository of structured organic reaction records. The task is: describe an organic reaction: reactants, conditions, products, and yield Reactants: CC(C)=O, OC(CCl)COc1ccccc1, [Cr], O. The product is O=C(CCl)COc1ccccc1. Reaction SMILES: [CH3:14][C:15](=[O:16])[CH3:17].[Cl:1][CH2:2][CH:3]([CH2:4][O:5][c:6]1[cH:7][cH:8][cH:9][cH:10][cH:11]1)[OH:12].[Cr:18].[OH2:13]>>[Cl:1][CH2:2][C:3]([CH2:4][O:5][c:6]1[cH:7][cH:8][cH:9][cH:10][cH:11]1)=[O:12]. Reactants: CCO, CCOC(=O)CCc1cc2c(s1)C=Cc1ccccc1C2=C1CCNCC1, [Na+], [OH-]. Yields the product O=C(O)CCc1cc2c(s1)C=Cc1ccccc1C2=C1CCNCC1. As a reaction SMILES: [CH3:30][CH2:31][OH:32].[NH:3]1[CH2:4][CH2:5][C:6](=[C:9]2[c:10]3[cH:11][c:12]([CH2:23][CH2:24][C:25](=[O:26])[O:27][CH2:28][CH3:29])[s:13][c:14]3[CH:15]=[CH:16][c:17]3[c:18]2[cH:19][cH:20][cH:21][cH:22]3)[CH2:7][CH2:8]1.[Na+:2].[OH-:1]>>[NH:3]1[CH2:4][CH2:5][C:6](=[C:9]2[c:10]3[cH:11][c:12]([CH2:23][CH2:24][C:25](=[O:26])[OH:27])[s:13][c:14]3[CH:15]=[CH:16][c:17]3[c:18]2[cH:19][cH:20][cH:21][cH:22]3)[CH2:7][CH2:8]1. Yields the product COc1cccc2cc(N)ccc12. RXN SMILES: [CH3:15][I:16].[CH3:18][N:19]([CH3:20])[CH:21]=[O:22].[H-:14].[NH2:1][c:2]1[cH:3][c:4]2[cH:5][cH:6][cH:7][c:8]([OH:12])[c:9]2[cH:10][cH:11]1.[Na+:13].[OH2:17]>>[NH2:1][c:2]1[cH:3][c:4]2[cH:5][cH:6][cH:7][c:8]([O:12][CH3:15])[c:9]2[cH:10][cH:11]1. Reactants: CI, CN(C)C=O, [H-], Nc1ccc2c(O)cccc2c1, [Na+], O. Reactants: C(C1=CC=CC=C1)(C1=CC=CC=C1)(C1=CC=CC=C1)CCOC(C)O (Tritylethoxyethanol), IC1=CC=C(C=C1)O (4-iodophenol). Reaction conditions: time 8 hour. Product: IC1=CC=C(OCCOC(C)O)C=C1 (4-iodophenoxyethoxyethanol). Reaction SMILES: C([CH2:20][CH2:21][O:22][CH:23]([OH:25])[CH3:24])(C1C=CC=CC=1)(C1C=CC=CC=1)C1C=CC=CC=1.[I:26][C:27]1[CH:32]=[CH:31][C:30]([OH:33])=[CH:29][CH:28]=1>>[I:26][C:27]1[CH:32]=[CH:31][C:30]([O:33][CH2:20][CH2:21][O:22][CH:23]([OH:25])[CH3:24])=[CH:29][CH:28]=1. Procedure details: Compound 13 was allowed to react with 4-iodophenol as described in example 1. When the reaction was completed (ca. 2 h) the solvent was evaporated off and the residue was suspended in diethyl ether and passed though a short column of silica gel. The eluent was removed in vacuo and the residue was dissolved in the mixture of TFA and ethanol (9:1, v/v) and stirred overnight at ambient temperature after being concentrated. The residue was taken in methylene chloride and washed with sat. NaHCO3, dri... The reactants are Cl.Cl.ClC1=NC=C(C=C1)C=1NC=C(N1)C1=CC(=C(C=C1)Cl)Cl (2-chloro-5-[4-(3,4-dichloro-phenyl)-1H-imidazol-2-yl]-pyridine dihydrochloride), C(C(C)C)N1CCNCC1 (N-isobutylpiperazine), C([O-])([O-])=O.[K+].[K+] (potassium carbonate), [I-].[K+] (potassium iodide), C([O-])([O-])=O.[K+].[K+] (potassium carbonate). Run in xylenes, O (water), C1CCCCC1 (cyclohexane). Run at time 15 minute. The product is ClC=1C=C(C=CC1Cl)C1=CN=C(N1)C=1C=CC(=NC1)N1CCN(CC1)CC(C)C (1-{5-[5(3,4-dichloro-phenyl)-1H-imidazol-2-yl]-pyridin-2-yl}-4-isobutyl-piperazine). Isolated yield 79.6%. RXN SMILES: Cl.Cl.Cl[C:4]1[CH:9]=[CH:8][C:7]([C:10]2[NH:11][CH:12]=[C:13]([C:15]3[CH:20]=[CH:19][C:18]([Cl:21])=[C:17]([Cl:22])[CH:16]=3)[N:14]=2)=[CH:6][N:5]=1.[CH2:23]([N:27]1[CH2:32][CH2:31][NH:30][CH2:29][CH2:28]1)[CH:24]([CH3:26])[CH3:25].C(=O)([O-])[O-].[K+].[K+].[I-].[K+]>O.C1CCCCC1>[Cl:22][C:17]1[CH:16]=[C:15]([C:13]2[NH:14][C:10]([C:7]3[CH:8]=[CH:9][C:4]([N:30]4[CH2:31][CH2:32][N:27]([CH2:23][CH:24]([CH3:26])[CH3:25])[CH2:28][CH2:29]4)=[N:5][CH:6]=3)=[N:11][CH:12]=2)[CH:20]=[CH:19][C:18]=1[Cl:21] |f:0.1.2,4.5.6,7.8|. Procedure details: A suspension of 2-chloro-5-[4-(3,4-dichloro-phenyl)-1H-imidazol-2-yl]-pyridine dihydrochloride (1.07 g, 2.6 mmol), N-isobutylpiperazine (0.95 g, 6.72 mmol), potassium carbonate (0.5 g, 3.62 mmol), and potassium iodide (0.5 g, 0.54 mmol) in xylenes (5 mL) was heated to reflux under a nitrogen atmosphere for 24 hours. The reaction mixture was then cooled to ambient temperature and a solution of potassium carbonate (19) in water (10 mL) and cyclohexane (10 mL) were added. The mixture was stirred vi... Reactants: CCN=C=NCCCN(C)C, CN(C)c1ccncc1, ClCCl, Cl, Fc1ccc(C(c2ccc(F)cc2)N2CCNCC2)cc1, O=C(O)CN1CCCC(c2ccccc2)(c2ccccc2)C1=O. The product is O=C(CN1CCCC(c2ccccc2)(c2ccccc2)C1=O)N1CCN(C(c2ccc(F)cc2)c2ccc(F)cc2)CC1. Reaction SMILES: [CH2:46]([N:47]=[C:48]=[N:49][CH2:50][CH2:51][CH2:52][N:53]([CH3:54])[CH3:55])[CH3:56].[CH3:60][N:61]([CH3:62])[c:63]1[cH:64][cH:65][n:66][cH:67][cH:68]1.[Cl:57][CH2:58][Cl:59].[ClH:45].[F:1][c:2]1[cH:3][cH:4][c:5]([CH:8]([N:9]2[CH2:10][CH2:11][NH:12][CH2:13][CH2:14]2)[c:15]2[cH:16][cH:17][c:18]([F:21])[cH:19][cH:20]2)[cH:6][cH:7]1.[O:22]=[C:23]1[N:24]([CH2:41][C:42](=[O:43])[OH:44])[CH2:25][CH2:26][CH2:27][C:28]1([c:29]1[cH:30][cH:31][cH:32][cH:33][cH:34]1)[c:35]1[cH:36][cH:37][cH:38][cH:39][cH:40]1>>[F:1][c:2]1[cH:3][cH:4][c:5]([CH:8]([N:9]2[CH2:10][CH2:11][N:12]([C:42]([CH2:41][N:24]3[C:23](=[O:22])[C:28]([c:29]4[cH:30][cH:31][cH:32][cH:33][cH:34]4)([c:35]4[cH:36][cH:37][cH:38][cH:39][cH:40]4)[CH2:27][CH2:26][CH2:25]3)=[O:43])[CH2:13][CH2:14]2)[c:15]2[cH:16][cH:17][c:18]([F:21])[cH:19][cH:20]2)[cH:6][cH:7]1. The reactants are O[C@@]1(CN(C[C@@H]1O[Si](C)(C)C(C)(C)C)C(=O)OC(C)(C)C)CC=C (tert-butyl (3R,4S)-3-hydroxy-4-(tert-butyldimethylsilyl)oxy-3-(prop-2-en-1-yl)pyrrolidine-1-carboxylate), CN(C)C=O (DMF), [H-].[Na+] (NaH). The solvent is oil. Run at time 10 minute. Product: [Si](C)(C)(C(C)(C)C)O[C@@H]1[C@](CN(C1)C(=O)OC(C)(C)C)(CC=C)OC (tert-butyl (3R,4S)-4-(tert-butyldimethylsilyl)oxy-3-methoxy-3-(prop-2-en-1-yl)pyrrolidine-1-carboxylate). Reaction SMILES: [OH:1][C@@:2]1([CH2:22][CH:23]=[CH2:24])[C@@H:6]([O:7][Si:8]([C:11]([CH3:14])([CH3:13])[CH3:12])([CH3:10])[CH3:9])[CH2:5][N:4]([C:15]([O:17][C:18]([CH3:21])([CH3:20])[CH3:19])=[O:16])[CH2:3]1.[H-].[Na+].[CH3:27]N(C=O)C>>[Si:8]([O:7][C@H:6]1[CH2:5][N:4]([C:15]([O:17][C:18]([CH3:21])([CH3:20])[CH3:19])=[O:16])[CH2:3][C@:2]1([O:1][CH3:27])[CH2:22][CH:23]=[CH2:24])([C:11]([CH3:14])([CH3:13])[CH3:12])([CH3:9])[CH3:10] |f:1.2|. Procedure details: To a solution of tert-butyl (3R,4S)-3-hydroxy-4-(tert-butyldimethylsilyl)oxy-3-(prop-2-en-1-yl)pyrrolidine-1-carboxylate (550 mg) in DMF (10 mL) was added iodemethane (2.2 g) at 0° C. After 10 min, 60% NaH in oil (62 mg) was added, and the mixture was stirred for 1 hour at room temperature. The reaction was quenched with saturated aqueous NH4Cl and the mixture was extracted with Et2O. The extract was washed with brine, dried over MgSO4, and concentrated in vacuo. The residue was purified with si...